This data is from the Open Reaction Database (ORD), a public repository of structured organic reaction records. The task is: describe an organic reaction: reactants, conditions, products, and yield The reactants are Cl (hydrochloric acid), C(C)OC(=O)C=1C=C2CC(C(NC2=CC1)C1=CC=C(C(=C1)N1CCOCC1)F)(C)C (2-(4-fluoro-5-morpholin-4-yl-phenyl)-3,3-dimethyl-1,2,3,4-tetrahydro-quinoline-6-carboxylic acid ethyl ester), O.[OH-].[Li+] (lithium hydroxide hydrate), O (water). Run in O1CCCC1 (tetrahydrofuran). Reaction conditions: temperature 60 celsius, time 12 hour. The product is FC1=C(C=C(C=C1)C1NC2=CC=C(C=C2CC1(C)C)C(=O)O)N1CCOCC1 (2-(4-fluoro-3-morpholin-4-yl-phenyl)-3,3-dimethyl-1,2,3,4-tetrahydro-quinoline-6-carboxylic acid). Isolated yield 57.8%. Reaction SMILES: C([O:3][C:4]([C:6]1[CH:7]=[C:8]2[C:13](=[CH:14][CH:15]=1)[NH:12][CH:11]([C:16]1[CH:21]=[C:20]([N:22]3[CH2:27][CH2:26][O:25][CH2:24][CH2:23]3)[C:19]([F:28])=[CH:18][CH:17]=1)[C:10]([CH3:30])([CH3:29])[CH2:9]2)=[O:5])C.O.[OH-].[Li+].O.Cl>O1CCCC1>[F:28][C:19]1[CH:18]=[CH:17][C:16]([CH:11]2[C:10]([CH3:29])([CH3:30])[CH2:9][C:8]3[C:13](=[CH:14][CH:15]=[C:6]([C:4]([OH:5])=[O:3])[CH:7]=3)[NH:12]2)=[CH:21][C:20]=1[N:22]1[CH2:27][CH2:26][O:25][CH2:24][CH2:23]1 |f:1.2.3|. Procedure: A mixture of 2-(4-fluoro-5-morpholin-4-yl-phenyl)-3,3-dimethyl-1,2,3,4-tetrahydro-quinoline-6-carboxylic acid ethyl ester (0.11 g, 0.27 mmol), lithium hydroxide hydrate (0.11 g, 2.7 mmol), water (2 mL) in tetrahydrofuran (10 mL) was stirred at 60° C. for 12 h. The mixture was neutralized with a 3 N aqueous hydrochloric acid solution and extracted with ethyl acetate (2×50 mL), washed with water, dried over anhydrous sodium sulfate and then concentrated in vacuo to afford an oil residue. Purificat... Starting materials: COC(=O)C(Cc1ccccc1)NC(=O)OCc1ccc(COc2ccc(F)cc2)cc1, CO, Cl, [Li+], [OH-], O. Product: O=C(NC(Cc1ccccc1)C(=O)O)OCc1ccc(COc2ccc(F)cc2)cc1. Reaction SMILES: [CH3:1][O:2][C:3]([CH:4]([CH2:5][c:6]1[cH:7][cH:8][cH:9][cH:10][cH:11]1)[NH:12][C:13](=[O:14])[O:15][CH2:16][c:17]1[cH:18][cH:19][c:20]([CH2:23][O:24][c:25]2[cH:26][cH:27][c:28]([F:31])[cH:29][cH:30]2)[cH:21][cH:22]1)=[O:32].[CH3:36][OH:37].[ClH:35].[Li+:34].[OH-:33].[OH2:38]>>[O:2]=[C:3]([CH:4]([CH2:5][c:6]1[cH:7][cH:8][cH:9][cH:10][cH:11]1)[NH:12][C:13](=[O:14])[O:15][CH2:16][c:17]1[cH:18][cH:19][c:20]([CH2:23][O:24][c:25]2[cH:26][cH:27][c:28]([F:31])[cH:29][cH:30]2)[cH:21][cH:22]1)[OH:32].